Dataset: the Open Reaction Database (ORD), a public repository of structured organic reaction records. Task: describe an organic reaction: reactants, conditions, products, and yield The reactants are CC(C)N=C=O, ClC(Cl)Cl, NOCC(O)CN1CCCCC1. Yields the product CC(C)NC(=O)NOCC(O)CN1CCCCC1. As a reaction SMILES: [CH:13]([CH3:14])([CH3:15])[N:16]=[C:17]=[O:18].[CH:19]([Cl:20])([Cl:21])[Cl:22].[OH:1][CH:2]([CH2:3][O:4][NH2:5])[CH2:6][N:7]1[CH2:8][CH2:9][CH2:10][CH2:11][CH2:12]1>>[OH:1][CH:2]([CH2:3][O:4][NH:5][C:17]([NH:16][CH:13]([CH3:14])[CH3:15])=[O:18])[CH2:6][N:7]1[CH2:8][CH2:9][CH2:10][CH2:11][CH2:12]1. Reaction SMILES: C1(P(C2C=CC=CC=2)C2C=CC=CC=2)C=CC=CC=1.O[CH2:21][C:22]1[CH:23]=[C:24]([CH3:41])[CH:25]=[C:26]2[C:31]=1[O:30][CH:29]([C:32]([F:35])([F:34])[F:33])[C:28]([C:36]([O:38][CH2:39][CH3:40])=[O:37])=[CH:27]2.[C:42]1([SH:48])[CH:47]=[CH:46][CH:45]=[CH:44][CH:43]=1.CCOC(/N=N/C(OCC)=O)=O>C1COCC1>[CH3:41][C:24]1[CH:25]=[C:26]2[C:31](=[C:22]([CH2:21][S:48][C:42]3[CH:47]=[CH:46][CH:45]=[CH:44][CH:43]=3)[CH:23]=1)[O:30][CH:29]([C:32]([F:34])([F:35])[F:33])[C:28]([C:36]([O:38][CH2:39][CH3:40])=[O:37])=[CH:27]2. Isolated yield 98.0%. Reported procedure: The polymer bound triphenylphosphine (1.2 g, 3.6 mmole) was suspended in anhydrous THF (10 mL) and the mixture was allowed to stir for 15 minutes. The ethyl 8-(hydroxymethyl)-6-methyl-2-(trifluoromethyl)-2H-chromene-3-carboxylate prepared as in Example 605b, Step 1 (0.38 g, 1.20 mmole), benzenethiol (0.20 g, 1.80 mmole) and DEAD (0.31 g, 1.80 mmole) were added to above mixture, which was allowed to stir for 18 hours. The resulting mixture was filtered through a plug of celite and condensed in va... Reactants: OCC=1C=C(C=C2C=C(C(OC12)C(F)(F)F)C(=O)OCC)C (ethyl 8-(hydroxymethyl)-6-methyl-2-(trifluoromethyl)-2H-chromene-3-carboxylate), C1(=CC=CC=C1)S (benzenethiol), CCOC(=O)/N=N/C(=O)OCC (DEAD), C1(=CC=CC=C1)P(C1=CC=CC=C1)C1=CC=CC=C1 (triphenylphosphine). The solvent is C1CCOC1 (THF). The product is CC=1C=C2C=C(C(OC2=C(C1)CSC1=CC=CC=C1)C(F)(F)F)C(=O)OCC (ethyl 6-methyl-8-[(phenylthio)methyl]-2-(trifluoromethyl)-2H-chromene-3-carboxylate). Conditions: time 15 minute. Reactants: OCC1CN(Cc2ccccc2)CCN1Cc1ccccc1, CI, CCOCC, [H-], [Na+], CN(C)C=O. Product: COCC1CN(Cc2ccccc2)CCN1Cc1ccccc1. Reaction SMILES: [CH2:3]([c:4]1[cH:5][cH:6][cH:7][cH:8][cH:9]1)[N:10]1[CH:11]([CH2:23][OH:24])[CH2:12][N:13]([CH2:16][c:17]2[cH:18][cH:19][cH:20][cH:21][cH:22]2)[CH2:14][CH2:15]1.[CH3:25][I:26].[CH3:32][CH2:33][O:34][CH2:35][CH3:36].[H-:1].[Na+:2].[O:27]=[CH:28][N:29]([CH3:30])[CH3:31]>>[CH2:3]([c:4]1[cH:5][cH:6][cH:7][cH:8][cH:9]1)[N:10]1[CH:11]([CH2:23][O:24][CH3:25])[CH2:12][N:13]([CH2:16][c:17]2[cH:18][cH:19][cH:20][cH:21][cH:22]2)[CH2:14][CH2:15]1. The reactants are BrCCOC1=CC2=C(C(=NS2)C2=CC=C(C=C2)Br)C=C1 (6-(2-Bromo-ethoxy)-3-(4-bromo-phenyl)-benzo[d]isothiazole), N1CCC1 (azetidine). The product is N1(CCC1)CCOC1=CC2=C(C(=NS2)C2=CC=C(C=C2)Br)C=C1 (6-(2-Azetidin-1-yl-ethoxy)-3-(4-bromo-phenyl)-benzo[d]isothiazole). Reaction SMILES: Br[CH2:2][CH2:3][O:4][C:5]1[CH:20]=[CH:19][C:8]2[C:9]([C:12]3[CH:17]=[CH:16][C:15]([Br:18])=[CH:14][CH:13]=3)=[N:10][S:11][C:7]=2[CH:6]=1.[NH:21]1[CH2:24][CH2:23][CH2:22]1>>[N:21]1([CH2:2][CH2:3][O:4][C:5]2[CH:20]=[CH:19][C:8]3[C:9]([C:12]4[CH:17]=[CH:16][C:15]([Br:18])=[CH:14][CH:13]=4)=[N:10][S:11][C:7]=3[CH:6]=2)[CH2:24][CH2:23][CH2:22]1. Procedure details: According to the method in example 4, 6-(2-Bromo-ethoxy)-3-(4-bromo-phenyl)-benzo[d]isothiazole and azetidine were converted to yield 6-(2-Azetidin-1-yl-ethoxy)-3-(4-bromo-phenyl)-benzo[d]isothiazole, MS: 390 (MH+, 1Br). The reactants are BrC=1C(=NC=C(C(=O)NC2=CC=C(C=C2)OC(F)(F)F)C1)N1C[C@@H](CC1)O ((R)-5-Bromo-6-(3-hydroxypyrrolidin-1-yl)-N-(4-(trifluoromethoxy)phenyl)nicotinamide), C1(=CC=CC=C1)B(O)O (phenylboronic acid), C(=O)(O)[O-].[Na+] (NaHCO3). Reagents/catalysts: Cl[Pd]([P](C1=CC=CC=C1)(C2=CC=CC=C2)C3=CC=CC=C3)([P](C4=CC=CC=C4)(C5=CC=CC=C5)C6=CC=CC=C6)Cl (Pd(PPh3)2Cl2). Solvent: CCOC(=O)C (EtOAc), COCCOC (DME). Conditions: temperature 90 celsius, time 2 hour. Product: O[C@H]1CN(CC1)C1=NC=C(C(=O)NC2=CC=C(C=C2)OC(F)(F)F)C=C1C1=CC=CC=C1 ((R)-6-(3-Hydroxypyrrolidin-1-yl)-5-phenyl-N-(4-(trifluoromethoxy)phenyl)nicotinamide). As a reaction SMILES: Br[C:2]1[C:3]([N:22]2[CH2:26][CH2:25][C@@H:24]([OH:27])[CH2:23]2)=[N:4][CH:5]=[C:6]([CH:21]=1)[C:7]([NH:9][C:10]1[CH:15]=[CH:14][C:13]([O:16][C:17]([F:20])([F:19])[F:18])=[CH:12][CH:11]=1)=[O:8].[C:28]1(B(O)O)[CH:33]=[CH:32][CH:31]=[CH:30][CH:29]=1.C([O-])(O)=O.[Na+]>COCCOC.CCOC(C)=O.Cl[Pd](Cl)([P](C1C=CC=CC=1)(C1C=CC=CC=1)C1C=CC=CC=1)[P](C1C=CC=CC=1)(C1C=CC=CC=1)C1C=CC=CC=1>[OH:27][C@@H:24]1[CH2:25][CH2:26][N:22]([C:3]2[C:2]([C:28]3[CH:33]=[CH:32][CH:31]=[CH:30][CH:29]=3)=[CH:21][C:6]([C:7]([NH:9][C:10]3[CH:15]=[CH:14][C:13]([O:16][C:17]([F:20])([F:19])[F:18])=[CH:12][CH:11]=3)=[O:8])=[CH:5][N:4]=2)[CH2:23]1 |f:2.3,^1:56,75|. Reported procedure: (R)-5-Bromo-6-(3-hydroxypyrrolidin-1-yl)-N-(4-(trifluoromethoxy)phenyl)nicotinamide (Stage 35.1, 89.0 mg) and phenylboronic acid (48.8 mg) were dissolved in DME (0.8 mL). A solution of 2M NaHCO3 (0.3 mL, 0.6 mmol) was added, the RM was flushed with argon, heated to 90° C., and treated with Pd(PPh3)2Cl2 (14.0 mg, 0.02 mmol). The RM was stirred under argon at 95° C. for 2 h in a capped pressure safe tube. After cooling at RT, the RM was dissolved in EtOAc and washed with brine. The organic phase w... Reactants: C1(=CC=CC=C1)P(C1=CC=CC=C1)C1=CC=CC=C1 (triphenylphosphine), BrN1C(CCC1=O)=O (N-bromosuccinimide), CC=1C=C(C=C(C1)C)CCCO (3-(3,5-dimethylphenyl)-1-propanol). Run in C(Cl)Cl (methylene chloride). Run at time 3 hour. Product: BrCCCC1=CC(=CC(=C1)C)C (1-(3-bromopropyl)-3,5-dimethylbenzene). The yield is 86.4%. As a reaction SMILES: [CH3:1][C:2]1[CH:3]=[C:4]([CH2:9][CH2:10][CH2:11]O)[CH:5]=[C:6]([CH3:8])[CH:7]=1.C1(P(C2C=CC=CC=2)C2C=CC=CC=2)C=CC=CC=1.[Br:32]N1C(=O)CCC1=O>C(Cl)Cl>[Br:32][CH2:11][CH2:10][CH2:9][C:4]1[CH:3]=[C:2]([CH3:1])[CH:7]=[C:6]([CH3:8])[CH:5]=1. Procedure: Compound 36-2 (2.36 g) was dissolved in methylene chloride (50 ml), triphenylphosphine (4.19 g) and N-bromosuccinimide (2.81 g) were added under ice-cooling, and the mixture was stirred under ice-cooling for 1 hr, and at room temperature for 3 hr. The reaction mixture was washed with water and saturated brine, and dried over anhydrous magnesium sulfate. The solvent was evaporated under reduced pressure. Diethyl ether (100 ml) was added, and the precipitated triphenylphosphine oxide was filtered ...